This data is from the Open Reaction Database (ORD), a public repository of structured organic reaction records. The task is: describe an organic reaction: reactants, conditions, products, and yield The reactants are alcohol, C(C1=CC=C(C(=O)OC)C=C1)(=O)OC (dimethyl terephthalate), C(CCCC)O (n-pentanol), alcohol, dimethyl ester. Reagents/catalysts: CCCCO.CCCCO.CCCCO.CCCCO.[Ti] (tetrabutyl orthotitanate). Run in CO (methanol), CO (methanol). Reaction conditions: time 30 minute. Product: C(C1=CC=C(C(=O)OCCCCC)C=C1)(=O)OCCCCC (di-n-pentyl terephthalate). RXN SMILES: [C:1]([O:13][CH3:14])(=[O:12])[C:2]1[CH:11]=[CH:10][C:5]([C:6]([O:8][CH3:9])=[O:7])=[CH:4][CH:3]=1.C(O)[CH2:16][CH2:17][CH2:18][CH3:19]>CCCCO.CCCCO.CCCCO.CCCCO.[Ti].CO>[C:6]([O:8][CH2:9][CH2:19][CH2:18][CH2:17][CH3:16])(=[O:7])[C:5]1[CH:10]=[CH:11][C:2]([C:1]([O:13][CH2:14][CH2:1][CH2:2][CH2:3][CH3:4])=[O:12])=[CH:3][CH:4]=1 |f:2.3.4.5.6|. Procedure details: A 2-liter multineck flask with distillation bridge and reflux divider, 20 cm packed column, stirrer, dip tube, dropping funnel, and thermometer was charged with 679 g (3.5 mol) of dimethyl terephthalate (Oxxynova), 1.7 g of tetrabutyl orthotitanate (0.25% by mass based on DMT, DuPont, Tyzor TnBT) and, to start with, 200 g out of a total of 748 g (8.5 mol) of n-pentanol (>99% purity, FLUKA), and this initial charge was heated slowly until the DMT forms a homogeneous mixture with the alcohol, at w... The reactants are acid chloride, CO\N=C(/C(=O)O)\C=1N=C(SC1)N (α-(Z-methoxyimino)-α-(2-aminothiazol-4-yl)-acetic acid), 3-Hydroxy-3,3-diphosphonopropanoic acid, tetramethyl ester, C(C)(C)(C)OC(=O)OC(CC(=O)O)(P(=O)(OOCC)OOCC)P(=O)(OOCC)OOCC (3-(tert-butoxycarbonyloxy)-3,3-bis(diethoxyphosphono)propionic acid), C(C)(C)(C)OC(=O)OC(CC(=O)Cl)(P(=O)(OOCC)OOCC)P(=O)(OOCC)OOCC (3-(tert-butoxycarbonyloxy)-3,3-bis(diethoxyphosphono)propanoyl chloride). Run in N1=CC=CC=C1 (pyridine). Product: CO\N=C(/C(=O)O)\C=1N=C(SC1)NC(CC(P(=O)(OOCC)OOCC)(P(=O)(OOCC)OOCC)OC(=O)OC(C)(C)C)=O (α-(Z-methoxyimino)-α-{2-[3-(tert-butoxycarbonyloxy)-3,3-bis(diethoxyphosphono)-propanoyl-amino]-thiazol-4-yl}-acetic acid). RXN SMILES: C(OC(OC(P(OOCC)(OOCC)=O)(P(OOCC)(OOCC)=O)CC(O)=O)=O)(C)(C)C.[C:34]([O:38][C:39]([O:41][C:42]([P:57]([O:63][O:64][CH2:65][CH3:66])([O:59][O:60][CH2:61][CH3:62])=[O:58])([P:47]([O:53][O:54][CH2:55][CH3:56])([O:49][O:50][CH2:51][CH3:52])=[O:48])[CH2:43][C:44](Cl)=[O:45])=[O:40])([CH3:37])([CH3:36])[CH3:35].[CH3:67][O:68]/[N:69]=[C:70](/[C:74]1[N:75]=[C:76]([NH2:79])[S:77][CH:78]=1)\[C:71]([OH:73])=[O:72]>N1C=CC=CC=1>[CH3:67][O:68]/[N:69]=[C:70](/[C:74]1[N:75]=[C:76]([NH:79][C:44](=[O:45])[CH2:43][C:42]([O:41][C:39]([O:38][C:34]([CH3:37])([CH3:36])[CH3:35])=[O:40])([P:57]([O:63][O:64][CH2:65][CH3:66])([O:59][O:60][CH2:61][CH3:62])=[O:58])[P:47]([O:53][O:54][CH2:55][CH3:56])([O:49][O:50][CH2:51][CH3:52])=[O:48])[S:77][CH:78]=1)\[C:71]([OH:73])=[O:72]. Procedure details: 3-Hydroxy-3,3-diphosphonopropanoic acid, tetramethyl ester is converted to 3-(tert-butoxycarbonyloxy)-3,3-bis(diethoxyphosphono)propionic acid and then to 3-(tert-butoxycarbonyloxy)-3,3-bis(diethoxyphosphono)propanoyl chloride. The acid chloride is then added to α-(Z-methoxyimino)-α-(2-aminothiazol-4-yl)-acetic acid and pyridine to form α-(Z-methoxyimino)-α-{2-[3-(tert-butoxycarbonyloxy)-3,3-bis(diethoxyphosphono)-propanoyl-amino]-thiazol-4-yl}-acetic acid. The latter is reacted with oxaloyl chl... The reactants are O=c1ccc(Br)c[nH]1, Cc1ccccc1, BrC1CCCC1. Yields the product Brc1ccc(OC2CCCC2)nc1. As a reaction SMILES: [Br:1][c:2]1[cH:3][cH:4][c:5](=[O:8])[nH:6][cH:7]1.[CH3:15][c:16]1[cH:17][cH:18][cH:19][cH:20][cH:21]1.[CH:9]1([Br:14])[CH2:10][CH2:11][CH2:12][CH2:13]1>>[Br:1][c:2]1[cH:3][cH:4][c:5]([O:8][CH:9]2[CH2:10][CH2:11][CH2:12][CH2:13]2)[n:6][cH:7]1. Starting materials: CCOC(=O)CC(=O)OCC, O=C([O-])[O-], COCCOC, COc1cc(Cl)c(Nc2nc(Cl)nc(OC)c2[N+](=O)[O-])cc1OCc1c(OC)ccc(F)c1F, Cl, [Cs+], [Cs+]. Yields the product CCOC(=O)C(C(=O)OCC)c1nc(Nc2cc(OCc3c(OC)ccc(F)c3F)c(OC)cc2Cl)c([N+](=O)[O-])c(OC)n1. RXN SMILES: [C:35]([CH2:36][C:37](=[O:38])[O:39][CH2:40][CH3:41])(=[O:42])[O:43][CH2:44][CH3:45].[C:46](=[O:47])([O-:48])[O-:49].[CH3:53][O:54][CH2:55][CH2:56][O:57][CH3:58].[Cl:1][c:2]1[c:3]([NH:4][c:5]2[n:6][c:7]([Cl:16])[n:8][c:9]([O:14][CH3:15])[c:10]2[N+:11](=[O:12])[O-:13])[cH:17][c:18]([O:23][CH2:24][c:25]2[c:26]([F:34])[c:27]([F:33])[cH:28][cH:29][c:30]2[O:31][CH3:32])[c:19]([O:21][CH3:22])[cH:20]1.[ClH:52].[Cs+:50].[Cs+:51]>>[Cl:1][c:2]1[c:3]([NH:4][c:5]2[n:6][c:7]([CH:36]([C:35](=[O:42])[O:43][CH2:44][CH3:45])[C:37](=[O:38])[O:39][CH2:40][CH3:41])[n:8][c:9]([O:14][CH3:15])[c:10]2[N+:11](=[O:12])[O-:13])[cH:17][c:18]([O:23][CH2:24][c:25]2[c:26]([F:34])[c:27]([F:33])[cH:28][cH:29][c:30]2[O:31][CH3:32])[c:19]([O:21][CH3:22])[cH:20]1. The reactants are IC (Iodomethane), COC1=CC=C2CCC(C(C2=C1)C)=O (7-methoxy-1-methyl-3,4-dihydro-1H-naphthalen-2-one), OS(=O)(=O)[O-].[K+] (KHSO4). Solvent: C1CCOC1 (THF), C1CCOC1 (THF), [Cl-].[Na+].O (brine). Run at temperature 0 celsius, time 1 hour. Yields the product COC1=CC=C2CCC(C(C2=C1)(C)C)=O (7-Methoxy-1,1-dimethyl-3,4-dihydro-1H-naphthalen-2-one). Reaction SMILES: [CH3:1][O:2][C:3]1[CH:12]=[C:11]2[C:6]([CH2:7][CH2:8][C:9](=[O:14])[CH:10]2[CH3:13])=[CH:5][CH:4]=1.I[CH3:16].OS([O-])(=O)=O.[K+]>C1COCC1.[Cl-].[Na+].O>[CH3:1][O:2][C:3]1[CH:12]=[C:11]2[C:6]([CH2:7][CH2:8][C:9](=[O:14])[C:10]2([CH3:16])[CH3:13])=[CH:5][CH:4]=1 |f:2.3,5.6.7|. Procedure details: To a solution of 7-methoxy-1-methyl-3,4-dihydro-1H-naphthalen-2-one (1.95 g, 10.3 mmol) in THF (30 ml) was added NHMDS (11.3 mmol, 11.3 ml, 1M in THF) at 0° C. under nitrogen. The resulted solution was stirred at 0° C. for 1 hr. Iodomethane (7.29 g, 3.19 ml, 51.3 mmol) was added and stirred for an additional 3 hrs. 10% KHSO4 aqueous solution was added to acidify the reaction mixture, diluted with brine, extracted with ethylacetate, washed with brine, dried over MgSO4, filtered. The filtrate was ... Starting materials: CC1(OC2=CC=C(C=C2CC1=O)F)C (2,2-dimethyl-6-fluoro-3-oxo-chroman), [H-].[Na+] (sodium hydride), CCOC(=O)CP(=O)(OCC)OCC (phosphonoacetic acid triethyl ester), P(=O)([O-])([O-])[O-] (phosphate). Run in O1CCCC1 (tetrahydrofuran), O1CCCC1 (tetrahydrofuran). Conditions: time 30 minute. Product: C(C)OC(=O)CC=1C(OC2=CC=C(C=C2C1)F)(C)C (3-ethoxycarbonylmethyl-2,2-dimethyl-6-fluoro-2H-chromene). As a reaction SMILES: [CH3:1][C:2]1([CH3:14])[C:11](=O)[CH2:10][C:9]2[C:4](=[CH:5][CH:6]=[C:7]([F:13])[CH:8]=2)[O:3]1.[H-].[Na+].[CH3:17][CH2:18][O:19][C:20]([CH2:22]P(OCC)(OCC)=O)=[O:21].P([O-])([O-])([O-])=O>O1CCCC1>[CH2:18]([O:19][C:20]([CH2:22][C:11]1[C:2]([CH3:14])([CH3:1])[O:3][C:4]2[C:9]([CH:10]=1)=[CH:8][C:7]([F:13])=[CH:6][CH:5]=2)=[O:21])[CH3:17] |f:1.2|. Reported procedure: While stirring at from 0° to 5°, a solution of 5.7 g (29 mmol) of 2,2-dimethyl-6-fluoro-3-oxo-chroman in 100 ml of absolute tetrahydrofuran is added dropwise within a period of 30 minutes to a suspension of 1.69 g (35 mmol) of sodium hydride dispersion (55% in mineral oil), which has been substantially freed of mineral oil beforehand by repeated washing with n-hexane, in 100 ml of absolute tetrahydrofuran. The mixture is then stirred at from 0° to 5° for 30 minutes and then a solution of 7.9 g (... The reactants are CCNCC, [Cl-], CCCN(C)c1cc2c(cc1Cl)NC(=O)CC(c1cccc(-n3nncc3CO)c1)=N2, ClCCl, CN(C)C=O, O=S(Cl)Cl. Product: CCCN(C)c1cc2c(cc1Cl)NC(=O)CC(c1cccc(-n3nncc3CN(CC)CC)c1)=N2. Reaction SMILES: [CH2:37]([CH3:38])[NH:39][CH2:40][CH3:41].[Cl-:36].[Cl:1][c:2]1[c:3]([N:27]([CH2:28][CH2:29][CH3:30])[CH3:31])[cH:4][c:5]2[c:6]([cH:26]1)[NH:7][C:8](=[O:25])[CH2:9][C:10]([c:12]1[cH:13][c:14](-[n:18]3[n:19][n:20][cH:21][c:22]3[CH2:23][OH:24])[cH:15][cH:16][cH:17]1)=[N:11]2.[Cl:42][CH2:43][Cl:44].[O:45]=[CH:46][N:47]([CH3:48])[CH3:49].[S:32]([Cl:33])([Cl:34])=[O:35]>>[Cl:1][c:2]1[c:3]([N:27]([CH2:28][CH2:29][CH3:30])[CH3:31])[cH:4][c:5]2[c:6]([cH:26]1)[NH:7][C:8](=[O:25])[CH2:9][C:10]([c:12]1[cH:13][c:14](-[n:18]3[n:19][n:20][cH:21][c:22]3[CH2:23][N:39]([CH2:37][CH3:38])[CH2:40][CH3:41])[cH:15][cH:16][cH:17]1)=[N:11]2. Starting materials: ClC1=CCC(CC1)C(=O)Cl (1-chloro-4-chloroformyl cyclohex-1-ene), BrBr (bromine), BrBr (bromine), BrBr (Bromine), BrBr (bromine), ClC1=CCC(CC1)C(=O)Cl (1-chloro-4-chloroformyl cyclohex-1-ene). Product: ClC1=CC=C(C(=O)Cl)C=C1 (4-chlorobenzoyl chloride). As a reaction SMILES: [Cl:1][C:2]1[CH2:7][CH2:6][CH:5]([C:8]([Cl:10])=[O:9])[CH2:4][CH:3]=1.BrBr>>[Cl:1][C:2]1[CH:7]=[CH:6][C:5]([C:8]([Cl:10])=[O:9])=[CH:4][CH:3]=1. Reported procedure: To a 25 ml three-necked flask equipped with an equal pressure additional funnel, a dry-ice condenser with a gas outlet and a stopper, is charged 17.9 g (0.1 mole) of 1-chloro-4-chloroformyl cyclohex-1-ene (I). The solution is heated to 90°-100° C. with stirring, using a magnetic stirring bar. Bromine, 32 g (0.2 mole), is added dropwise, sub-surface. The color dissipates quickly and a gas evolution occurs. When about 24 g of bromine has been added, the pot temperature is raised to 120°-130° C. Th...